Task: describe an organic reaction: reactants, conditions, products, and yield. Dataset: the Open Reaction Database (ORD), a public repository of structured organic reaction records Reactants: ClC1=C(C=C(C(=C1)F)N)OC(OC1=C(C=C(C(=C1)N)F)Cl)=O (Bis(2-chloro-4-fluoro-5-aminophenyl)carbonate), ClC(=O)OC (methyl chloroformate), C1(=CC=CC=C1)C (toluene), C([O-])([O-])=O.[K+].[K+] (potassium carbonate), 10L. Conditions: time 5 hour. Product: ClC1=C(C=C(C(=C1)F)NC(=O)OC)OC(OC1=C(C=C(C(=C1)NC(=O)OC)F)Cl)=O (bis(2-chloro-4-fluoro-5-methoxycarbonylaminophenyl)carbonate). Yield: 90.2%. As a reaction SMILES: [Cl:1][C:2]1[CH:7]=[C:6]([F:8])[C:5]([NH2:9])=[CH:4][C:3]=1[O:10][C:11](=[O:22])[O:12][C:13]1[CH:18]=[C:17]([NH2:19])[C:16]([F:20])=[CH:15][C:14]=1[Cl:21].[C:23](=[O:26])([O-:25])[O-].[K+].[K+].Cl[C:30]([O:32][CH3:33])=[O:31].[C:34]1(C)C=CC=CC=1>>[Cl:1][C:2]1[CH:7]=[C:6]([F:8])[C:5]([NH:9][C:23]([O:25][CH3:34])=[O:26])=[CH:4][C:3]=1[O:10][C:11](=[O:22])[O:12][C:13]1[CH:18]=[C:17]([NH:19][C:30]([O:32][CH3:33])=[O:31])[C:16]([F:20])=[CH:15][C:14]=1[Cl:21] |f:1.2.3|. Reported procedure: Bis(2-chloro-4-fluoro-5-aminophenyl)carbonate (1.75 Kg, 5.0 mol), potassium carbonate (1.04 Kg, 7.5 mol) and toluene (6 liters) as a solvent were placed in a 10L three-necked flask equipped with a stirrer and a dropping funnel. To the resulting solution was added dropwise methyl chloroformate (770 ml, 9.9 mol), and the mixture was stirred at 60°-70° C. (a bath temperature) for 5 hours. After completion of the reaction, the reaction mixture was filtered, washed with toluene, 1N hydrochloric acid ... Starting materials: O, CC(C)CCOCCCCC(O)c1ccc2c(c1)OCO2, Cc1ccc(S(=O)(=O)O)cc1, c1ccccc1. Product: CC(C)CCOCCCC=Cc1ccc2c(c1)OCO2. Reaction SMILES: [OH2:1].[OH:13][CH:14]([CH2:15][CH2:16][CH2:17][CH2:18][O:19][CH2:20][CH2:21][CH:22]([CH3:23])[CH3:24])[c:25]1[cH:26][c:27]2[c:28]([cH:29][cH:30]1)[O:31][CH2:32][O:33]2.[c:2]1([CH3:3])[cH:4][cH:5][c:6]([S:7]([OH:8])(=[O:9])=[O:10])[cH:11][cH:12]1.[cH:34]1[cH:35][cH:36][cH:37][cH:38][cH:39]1>>[CH:14](=[CH:15][CH2:16][CH2:17][CH2:18][O:19][CH2:20][CH2:21][CH:22]([CH3:23])[CH3:24])[c:25]1[cH:26][c:27]2[c:28]([cH:29][cH:30]1)[O:31][CH2:32][O:33]2.